Dataset: the Open Reaction Database (ORD), a public repository of structured organic reaction records. Task: describe an organic reaction: reactants, conditions, products, and yield Starting materials: C1(CCCC1)C1(C(C2=C(C(=C(C=C2C1)O)Cl)Cl)O)C (2-cyclopentyl-2-methyl-6,7-dichloroindan-1,5-diol), [OH-].[Na+] (sodium hydroxide), C([O-])([O-])=O.[K+].[K+] (potassium carbonate), BrCCCC(=O)OCC (ethyl 4-bromobutyrate). The solvent is O (water), CN(C)C=O (DMF). Product: OC1C(CC2=CC(=C(C(=C12)Cl)Cl)OCCCC(=O)O)(C)C1CCCC1 (4-(1-hydroxy-2-cyclopentyl-2-methyl-6,7-dichloro-5-indanyloxy)butyric acid). Reaction SMILES: [CH:1]1([C:6]2([CH3:19])[CH2:14][C:13]3[C:8](=[C:9]([Cl:17])[C:10]([Cl:16])=[C:11]([OH:15])[CH:12]=3)[CH:7]2[OH:18])[CH2:5][CH2:4][CH2:3][CH2:2]1.C(=O)([O-])[O-].[K+].[K+].Br[CH2:27][CH2:28][CH2:29][C:30]([O:32]CC)=[O:31].[OH-].[Na+]>O.CN(C=O)C>[OH:18][CH:7]1[C:8]2[C:13](=[CH:12][C:11]([O:15][CH2:27][CH2:28][CH2:29][C:30]([OH:32])=[O:31])=[C:10]([Cl:16])[C:9]=2[Cl:17])[CH2:14][C:6]1([CH:1]1[CH2:2][CH2:3][CH2:4][CH2:5]1)[CH3:19] |f:1.2.3,5.6|. Procedure: By following the procedure described in Example 4, Step F, using as the reagents 2-cyclopentyl-2-methyl-6,7-dichloroindan-1,5-diol (Example 5, Step C), (31 g., 0.1 mole), potassium carbonate (15.2 g., 0.11 mole), DMF (200 ml.), ethyl 4-bromobutyrate (23.5 g., 0.11 mole), water (200 ml.) and 10 N sodium hydroxide (40 ml.), there is obtained 4-(1-hydroxy-2-cyclopentyl-2-methyl-6,7-dichloro-5-indanyloxy)butyric acid.